Dataset: the Open Reaction Database (ORD), a public repository of structured organic reaction records. Task: describe an organic reaction: reactants, conditions, products, and yield Reactants: C(C1=CC=CC=C1)N1C(N(C(C1)=O)NC([C@H](CC(C)C)[C@H](CC=CC1=CC=CC=C1)C(NOCC1=CC=CC=C1)=O)=O)=O (N-(3-benzyl-2,5-dioxo-1-imidazolidinyl)-2(R)-[1(S)-(benzyloxycarbamoyl)-4-phenyl-3-butenyl]-4-methylvaleramide). Reagents/catalysts: [Pd] (palladium-on-carbon). Solvent: CO (methanol). Product: C(C1=CC=CC=C1)N1C(N(C(C1)=O)NC([C@H](CC(C)C)[C@H](CCCC1=CC=CC=C1)C(NO)=O)=O)=O (N-(3-benzyl-2,5-dioxo-1-imidazolidinyl)-2(R)-[1(S)-(hydroxycarbamoyl)-4-phenylbutyl]-4-methylvaleramide). The yield is 47.6%. Reaction SMILES: [CH2:1]([N:8]1[CH2:12][C:11](=[O:13])[N:10]([NH:14][C:15](=[O:42])[C@@H:16]([C@@H:21]([C:31](=[O:41])[NH:32][O:33]CC2C=CC=CC=2)[CH2:22][CH:23]=[CH:24][C:25]2[CH:30]=[CH:29][CH:28]=[CH:27][CH:26]=2)[CH2:17][CH:18]([CH3:20])[CH3:19])[C:9]1=[O:43])[C:2]1[CH:7]=[CH:6][CH:5]=[CH:4][CH:3]=1>CO.[Pd]>[CH2:1]([N:8]1[CH2:12][C:11](=[O:13])[N:10]([NH:14][C:15](=[O:42])[C@@H:16]([C@@H:21]([C:31](=[O:41])[NH:32][OH:33])[CH2:22][CH2:23][CH2:24][C:25]2[CH:26]=[CH:27][CH:28]=[CH:29][CH:30]=2)[CH2:17][CH:18]([CH3:19])[CH3:20])[C:9]1=[O:43])[C:2]1[CH:7]=[CH:6][CH:5]=[CH:4][CH:3]=1. Procedure: A solution of 1.1 g of N-(3-benzyl-2,5-dioxo-1-imidazolidinyl)-2(R)-[1(S)-(benzyloxycarbamoyl)-4-phenyl-3-butenyl]-4-methylvaleramide in 20 ml of methanol was hydrogenated in the presence of 0.100 g of 10% palladium-on-carbon for 3 hours. The mixture was filtered and evaporated and the residue was triturated with diethyl ether to give 0.444 g of N-(3-benzyl-2,5-dioxo-1-imidazolidinyl)-2(R)-[1(S)-(hydroxycarbamoyl)-4-phenylbutyl]-4-methylvaleramide in the form of a white solid. Starting materials: BrC=1N=C(C(=NC1CC)N[C@H]1[C@H](CC2=CC=CC=C12)O)CC ((1R,2S)-1-[(5-bromo-3,6-diethylpyrazin-2-yl)amino]-2,3-dihydro-1H-inden-2-ol), C(C)C=1C(=NC(=CN1)CC)N[C@H]1[C@@H](COC1)O (trans-(+/−)-4-[(3,6-diethylpyrazin-2-yl)amino]tetrahydrofuran-3-ol). Product: BrC=1N=C(C(=NC1CC)N[C@H]1[C@@H](COC1)O)CC (trans-(+/−)-4-[(5-bromo-3,6-diethylpyrazin-2-yl)amino]tetrahydrofuran-3-ol). RXN SMILES: [Br:1][C:2]1[N:3]=[C:4]([CH2:21][CH3:22])[C:5]([NH:10][C@@H:11]2[C:19]3C(=CC=C[CH:18]=3)C[C@@H:12]2[OH:20])=[N:6][C:7]=1[CH2:8][CH3:9].C(C1C(N[C@@H]2C[O:37]C[C@H]2O)=NC(CC)=CN=1)C>>[Br:1][C:2]1[N:3]=[C:4]([CH2:21][CH3:22])[C:5]([NH:10][C@@H:11]2[CH2:12][O:20][CH2:18][C@H:19]2[OH:37])=[N:6][C:7]=1[CH2:8][CH3:9]. Reported procedure: Following the procedure for the preparation of (1R,2S)-1-[(5-bromo-3,6-diethylpyrazin-2-yl)amino]-2,3-dihydro-1H-inden-2-ol but substituting trans-(+/−)-4-[(3,6-diethylpyrazin-2-yl)amino]tetrahydrofuran-3-ol and making non-critical variations provided the title compound as a light yellow solid. IR (diffuse reflectance) 3398, 2971, 2938, 1569, 1539, 1490, 1466, 1447, 1413, 1397, 1251, 1232, 1054, 969, 891 cm−1; OAMS supporting ions at: ESI+ 315.9 & ESI− 313.9; MS (EI) m/z 315 (M+); HRMS (FAB) cal... As a reaction SMILES: [Br:7][C:8]1=[CH:9][C:10](=[C:15]2[C:16](=[O:26])[NH:17][c:18]3[cH:19][c:20]([F:25])[c:21]([F:24])[cH:22][c:23]32)[O:11][C:12]1([CH3:13])[CH3:14].[C:38](=[O:39])([O-:40])[O-:41].[CH2:1]1[O:2][CH2:3][CH2:4][O:5][CH2:6]1.[CH3:44][CH2:45][O:46][C:47]([CH3:48])=[O:49].[CH:27](=[O:28])[c:29]1[cH:30][cH:31][c:32]([B:35]([OH:36])[OH:37])[cH:33][cH:34]1.[Na+:42].[Na+:43].[Pd:50]([Cl:51])[Cl:52].[c:53]1([P:54]([c:55]2[cH:56][cH:57][cH:58][cH:59][cH:60]2)[c:61]2[cH:62][cH:63][cH:64][cH:65][cH:66]2)[cH:67][cH:68][cH:69][cH:70][cH:71]1.[c:72]1([P:73]([c:74]2[cH:75][cH:76][cH:77][cH:78][cH:79]2)[c:80]2[cH:81][cH:82][cH:83][cH:84][cH:85]2)[cH:86][cH:87][cH:88][cH:89][cH:90]1>>[C:8]1([c:32]2[cH:31][cH:30][c:29]([CH:27]=[O:28])[cH:34][cH:33]2)=[CH:9][C:10](=[C:15]2[C:16](=[O:26])[NH:17][c:18]3[cH:19][c:20]([F:25])[c:21]([F:24])[cH:22][c:23]32)[O:11][C:12]1([CH3:13])[CH3:14]. Starting materials: CC1(C)OC(=C2C(=O)Nc3cc(F)c(F)cc32)C=C1Br, O=C([O-])[O-], C1COCCO1, CCOC(C)=O, O=Cc1ccc(B(O)O)cc1, [Na+], [Na+], Cl[Pd]Cl, c1ccc(P(c2ccccc2)c2ccccc2)cc1, c1ccc(P(c2ccccc2)c2ccccc2)cc1. The product is CC1(C)OC(=C2C(=O)Nc3cc(F)c(F)cc32)C=C1c1ccc(C=O)cc1.